This data is from the Open Reaction Database (ORD), a public repository of structured organic reaction records. The task is: describe an organic reaction: reactants, conditions, products, and yield Reactants: ClC1=C(NC(=C1Cl)CC)C(=O)O (3,4-dichloro-5-ethyl-1H-pyrrole-2-carboxylic acid), Cl.NC1CCN(CC1)C=1SC(=CN1)C(=O)N (2-(4-aminopiperidin-1-yl)-1,3-thiazole-5-carboxamide hydrochloride), ClC1=C(NC(=C1Cl)CC)C(=O)O (3,4-dichloro-5-ethyl-1H-pyrrole-2-carboxylic acid), Cl.NC1CCN(CC1)C=1SC(=CN1)C(=O)N (2-(4-aminopiperidin-1-yl)-1,3-thiazole-5-carboxamide hydrochloride). Yields the product ClC1=C(NC(=C1Cl)CC)C(=O)NC1CCN(CC1)C=1SC(=CN1)C(=O)N (2-(4-{[(3,4-Dichloro-5-ethyl-1H-pyrrol-2-yl)carbonyl]amino}piperidin-1-yl)-1,3-thiazole-5-carboxamide). Reaction SMILES: [Cl:1][C:2]1[C:6]([Cl:7])=[C:5]([CH2:8][CH3:9])[NH:4][C:3]=1[C:10]([OH:12])=O.Cl.[NH2:14][CH:15]1[CH2:20][CH2:19][N:18]([C:21]2[S:22][C:23]([C:26]([NH2:28])=[O:27])=[CH:24][N:25]=2)[CH2:17][CH2:16]1>>[Cl:1][C:2]1[C:6]([Cl:7])=[C:5]([CH2:8][CH3:9])[NH:4][C:3]=1[C:10]([NH:14][CH:15]1[CH2:20][CH2:19][N:18]([C:21]2[S:22][C:23]([C:26]([NH2:28])=[O:27])=[CH:24][N:25]=2)[CH2:17][CH2:16]1)=[O:12] |f:1.2|. Procedure: Title compound was synthesized by an analogous method to Example 29 by coupling 3,4-dichloro-5-ethyl-1H-pyrrole-2-carboxylic acid (Intermediate 73) with 2-(4-aminopiperidin-1-yl)-1,3-thiazole-5-carboxamide hydrochloride (Intermediate 81). Starting materials: C(C)ONC(=O)C=1C=C(C=C(C1)C(NOCC)=O)[N+](=O)[O-] (3,5-bis-ethoxycarbamoylnitrobenzene), 2B, C(C)(=O)C=1C(OC(=C(C1O)C(C)=O)O)=O (3,5-diacetyl-4,6-dihydroxy-2H-pyranone). The reagents and catalysts are [Pd] (palladium-on-carbon). The solvent is C(C)O (ethanol). Conditions: time 1 hour. Product: C(C)(=O)C1=C(C(C(OC1=O)=O)=C(C)NC1=CC(=CC(=C1)C(NOCC)=O)C(NOCC)=O)O (5-acetyl-4-hydroxy-3-[1-(3,5-bis-ethoxycarbamoylphenylamino)ethylidene]-2H-pyran-2,6(3H)-dione). As a reaction SMILES: [CH2:1]([O:3][NH:4][C:5]([C:7]1[CH:8]=[C:9]([N+:19]([O-])=O)[CH:10]=[C:11]([C:13](=[O:18])[NH:14][O:15][CH2:16][CH3:17])[CH:12]=1)=[O:6])[CH3:2].[C:22]([C:25]1[C:26](=[O:36])[O:27][C:28]([OH:35])=[C:29]([C:32](=O)[CH3:33])[C:30]=1[OH:31])(=[O:24])[CH3:23]>[Pd].C(O)C>[C:22]([C:25]1[C:26](=[O:36])[O:27][C:28](=[O:35])[C:29](=[C:32]([NH:19][C:9]2[CH:10]=[C:11]([C:13](=[O:18])[NH:14][O:15][CH2:16][CH3:17])[CH:12]=[C:7]([C:5](=[O:6])[NH:4][O:3][CH2:1][CH3:2])[CH:8]=2)[CH3:33])[C:30]=1[OH:31])(=[O:24])[CH3:23]. Reported procedure: A solution of 2.0 g. (0.0067 mol) of 3,5-bis-ethoxycarbamoylnitrobenzene in 150 ml. of 2B ethanol was hydrogenated over 200 mg. of 10% palladium-on-carbon at 50 psi. Reduction was complete in 1 hour, the catalyst was filtered, and to the colorless filtrate was added 1.42 g. (0.0064 mol) of 3,5-diacetyl-4,6-dihydroxy-2H-pyranone. The mixture was heated under reflux for 45 minutes, cooled and the product filtered to yield 5-acetyl-4-hydroxy-3-[1-(3,5-bis-ethoxycarbamoylphenylamino)ethylidene]-2H-p... Reagents/catalysts: [Cu]I (CuI). Solvent: C(C)(C)O (isopropanol), CO (MeOH), C(Cl)Cl (CH2Cl2). Conditions: temperature 90 celsius. Procedure: A mixture of 4-(4-iodobenzoxazol-2-yl)piperazine-1-carboxylic acid benzyl ester (0.80 g, 1.73 mmol), 1-naphthylthiol (0.276 g, 1.73 mmol), CuI (0.066 g, 0.35 mmol), ethylene glycol (0.214 g, 3.45 mmol), and K2CO3(0.477 g, 3.45 mmol) in isopropanol was heated at 90° C. overnight, cooled, diluted with 20% MeOH in CH2Cl2 and filtered through a pad of silica gel. The filtrated was concentrated and purified by chromatography with 1-3% MeOH in CH2Cl2 to provide the title compound (0.856 g, 93%), chara... Reactants: C(C1=CC=CC=C1)OC(=O)N1CCN(CC1)C=1OC2=C(N1)C(=CC=C2)I (4-(4-iodobenzoxazol-2-yl)piperazine-1-carboxylic acid benzyl ester), C1=CC=C2C(=C1)C=CC=C2S (1-naphthylthiol), C(CO)O (ethylene glycol), C(=O)([O-])[O-].[K+].[K+] (K2CO3). Product: C(C1=CC=CC=C1)OC(=O)N1CCN(CC1)C=1OC2=C(N1)C(=CC=C2)SC2=CC=CC1=CC=CC=C21 (4-[4-(1-Naphthylsulfanyl)benzoxazol-2-yl]piperazine-1-carboxylic acid benzyl ester). Isolated yield 99.8%. RXN SMILES: [CH2:1]([O:8][C:9]([N:11]1[CH2:16][CH2:15][N:14]([C:17]2[O:18][C:19]3[CH:25]=[CH:24][CH:23]=[C:22](I)[C:20]=3[N:21]=2)[CH2:13][CH2:12]1)=[O:10])[C:2]1[CH:7]=[CH:6][CH:5]=[CH:4][CH:3]=1.[CH:27]1[CH:32]=[C:31]2[CH:33]=[CH:34][CH:35]=[C:36]([SH:37])[C:30]2=[CH:29][CH:28]=1.C(O)CO.C([O-])([O-])=O.[K+].[K+]>C(O)(C)C.CO.C(Cl)Cl.[Cu]I>[CH2:1]([O:8][C:9]([N:11]1[CH2:16][CH2:15][N:14]([C:17]2[O:18][C:19]3[CH:25]=[CH:24][CH:23]=[C:22]([S:37][C:36]4[C:30]5[C:31](=[CH:32][CH:27]=[CH:28][CH:29]=5)[CH:33]=[CH:34][CH:35]=4)[C:20]=3[N:21]=2)[CH2:13][CH2:12]1)=[O:10])[C:2]1[CH:7]=[CH:6][CH:5]=[CH:4][CH:3]=1 |f:3.4.5|. The reactants are COC=1N=C2C=3OC(CNC3C=NC2=CC1)[C@@H]1CC[C@H](CC1)N (trans-4-(6-methoxy-2,3-dihydro-1H-4-oxa-1,5,9-triaza-phenanthren-3-yl)-cyclohexylamine), O=C1CSC2=C(N1)C=C(C=C2)C(=O)O (3-oxo-3,4-dihydro-2H-benzo[1,4]thiazine-6-carboxylic acid). The product is COC=1N=C2C=3OC(CNC3C=NC2=CC1)[C@@H]1CC[C@H](CC1)NC(=O)C=1C=CC2=C(NC(CS2)=O)C1 (3-oxo-3,4-dihydro-2H-benzo[1,4]thiazine-6-carboxylic acid [trans-4-(6-methoxy-2,3-dihydro-1H-4-oxa-1,5,9-triaza-phenanthren-3-yl)-cyclohexyl]-amide). RXN SMILES: [CH3:1][O:2][C:3]1[N:4]=[C:5]2[C:14](=[CH:15][CH:16]=1)[N:13]=[CH:12][C:11]1[NH:10][CH2:9][CH:8]([C@H:17]3[CH2:22][CH2:21][C@H:20]([NH2:23])[CH2:19][CH2:18]3)[O:7][C:6]2=1.[O:24]=[C:25]1[NH:30][C:29]2[CH:31]=[C:32]([C:35](O)=[O:36])[CH:33]=[CH:34][C:28]=2[S:27][CH2:26]1>>[CH3:1][O:2][C:3]1[N:4]=[C:5]2[C:14](=[CH:15][CH:16]=1)[N:13]=[CH:12][C:11]1[NH:10][CH2:9][CH:8]([C@H:17]3[CH2:22][CH2:21][C@H:20]([NH:23][C:35]([C:32]4[CH:33]=[CH:34][C:28]5[S:27][CH2:26][C:25](=[O:24])[NH:30][C:29]=5[CH:31]=4)=[O:36])[CH2:19][CH2:18]3)[O:7][C:6]2=1. Procedure details: The titled compound is prepared as a white lyophilizated powder following Scheme 7 and in analogy to Example 1 using trans-4-(6-methoxy-2,3-dihydro-1H-4-oxa-1,5,9-triaza-phenanthren-3-yl)-cyclohexylamine and 3-oxo-3,4-dihydro-2H-benzo[1,4]thiazine-6-carboxylic acid as starting materials. The reactants are O=C(Cl)c1cccc(Br)c1, CNOC, CC(C)NC(C)C, ClCCl, Cl. The product is CON(C)C(=O)c1cccc(Br)c1. RXN SMILES: [Br:1][c:2]1[cH:3][c:4]([C:5](=[O:6])[Cl:7])[cH:8][cH:9][cH:10]1.[CH3:12][NH:13][O:14][CH3:15].[CH:16]([NH:17][CH:18]([CH3:19])[CH3:20])([CH3:21])[CH3:22].[Cl:23][CH2:24][Cl:25].[ClH:11]>>[Br:1][c:2]1[cH:3][c:4]([C:5](=[O:6])[N:13]([CH3:12])[O:14][CH3:15])[cH:8][cH:9][cH:10]1.